From a dataset of the Open Reaction Database (ORD), a public repository of structured organic reaction records. describe an organic reaction: reactants, conditions, products, and yield The reactants are ClCC(=O)NC=1C=C(C=CC1O)C(C(=O)OCC)C (Ethyl 2-(3-(2-chloroacetamido)-4-hydroxyphenyl)propanoate), C([O-])([O-])=O.[K+].[K+] (potassium carbonate), O (water). As a reaction SMILES: Cl[CH2:2][C:3]([NH:5][C:6]1[CH:7]=[C:8]([CH:13]([CH3:19])[C:14]([O:16][CH2:17][CH3:18])=[O:15])[CH:9]=[CH:10][C:11]=1[OH:12])=[O:4].C(=O)([O-])[O-].[K+].[K+].O>CC(C)=O>[O:4]=[C:3]1[CH2:2][O:12][C:11]2[CH:10]=[CH:9][C:8]([CH:13]([CH3:19])[C:14]([O:16][CH2:17][CH3:18])=[O:15])=[CH:7][C:6]=2[NH:5]1 |f:1.2.3|. The product is O=C1NC2=C(OC1)C=CC(=C2)C(C(=O)OCC)C (Ethyl 2-(3,4-dihydro-3-oxo-2H-benzo[b][1,4]oxazin-6-yl)propanoate). The solvent is CC(=O)C (acetone). Procedure details: Ethyl 2-(3-(2-chloroacetamido)-4-hydroxyphenyl)propanoate (100 mg, 0.350 mmol) in acetone (10 mL) was added potassium carbonate (59 mg) at room temperature and refluxed for 3 hours. The reaction mixture was cooled to room temperature and added water (15 mL). The mixture was extracted with EtOAc. The organic layer was dried with MgSO4 and filtered. EtOAc was removed by evaporation. The residue was purified by column chromatography eluting with n-Hexane/EtOAc=2/1.